This data is from the Open Reaction Database (ORD), a public repository of structured organic reaction records. The task is: describe an organic reaction: reactants, conditions, products, and yield The reactants are [H-] (hydride), [H-].[Al+3].[Li+].[H-].[H-].[H-].[Cl-].[Al+3].[Cl-].[Cl-] (lithium aluminum hydride aluminum chloride), BrC1=C(OC(C(=O)OC)CC2=CC=CC=C2)C(=CC(=C1)C1=C2C=CC=CC2=C(C2=C1C1=C(S2)C=CC=C1)Br)Br (2-[2,6-dibromo-4-(6-bromo-benzo[b]naphtho[2,3-d]thiophen-11 -yl)-phenoxy]-3-phenyl-propionic acid, methyl ester). Run in C1CCOC1 (THF), C1CCOC1 (THF). Reaction conditions: time 1 hour. Yields the product BrC1=C2C=CC=CC2=C(C=2C3=C(SC21)C=CC=C3)C3=CC(=C(C(=C3)Br)O[C@H](CC3=CC=CC=C3)CO)Br ((R)-6-Bromo-11-[3,5-dibromo-4-(1-hydroxymethyl-2-phenyl-ethoxy)-phenyl]-benzo[b]naphtho[2,3-d]thiophene). The yield is 97.0%. As a reaction SMILES: [Br:1][C:2]1[CH:20]=[C:19]([C:21]2[C:30]3[C:31]4[CH:37]=[CH:36][CH:35]=[CH:34][C:32]=4[S:33][C:29]=3[C:28]([Br:38])=[C:27]3[C:22]=2[CH:23]=[CH:24][CH:25]=[CH:26]3)[CH:18]=[C:17]([Br:39])[C:3]=1[O:4][CH:5]([CH2:10][C:11]1[CH:16]=[CH:15][CH:14]=[CH:13][CH:12]=1)[C:6](OC)=[O:7].[H-].[H-].[Al+3].[Li+].[H-].[H-].[H-].[Cl-].[Al+3].[Cl-].[Cl-]>C1COCC1>[Br:38][C:28]1[C:29]2[S:33][C:32]3[CH:34]=[CH:35][CH:36]=[CH:37][C:31]=3[C:30]=2[C:21]([C:19]2[CH:18]=[C:17]([Br:39])[C:3]([O:4][C@@H:5]([CH2:6][OH:7])[CH2:10][C:11]3[CH:16]=[CH:15][CH:14]=[CH:13][CH:12]=3)=[C:2]([Br:1])[CH:20]=2)=[C:22]2[C:27]=1[CH:26]=[CH:25][CH:24]=[CH:23]2 |f:2.3.4.5.6.7.8.9.10.11|. Procedure: A solution of R)-2-[2,6-dibromo-4-(6-bromo-benzo[b]naphtho[2,3-d]thiophen-11 -yl)-phenoxy]-3-phenyl-propionic acid, methyl ester (0.30 g, 0.414 mmol) in THF (4.2 mL) was added dropwise to a -78 ° C., stirred solution of mixed hydride (0.435 mL, 0.414 mmol) of lithium aluminum hydride/aluminum chloride (1.0 M solution in THF) in THF (3 mL) under a dry nitrogen atmosphere over a period of 5 min. After 1 h., the solution was allowed to warm to ambient temperature. After 2 h. the reaction mixture wa... Starting materials: O=C([O-])O, CCO, NCCc1ccc(Cl)cc1Cl, CSc1nc(Cl)cc(Cl)n1, [Na+], O. Yields the product CSc1nc(Cl)cc(NCCc2ccc(Cl)cc2Cl)n1. Reaction SMILES: [C:22](=[O:23])([OH:24])[O-:25].[CH3:28][CH2:29][OH:30].[Cl:11][c:12]1[c:13]([CH2:19][CH2:20][NH2:21])[cH:14][cH:15][c:16]([Cl:18])[cH:17]1.[Cl:1][c:2]1[n:3][c:4]([S:9][CH3:10])[n:5][c:6]([Cl:8])[cH:7]1.[Na+:26].[OH2:27]>>[c:2]1([NH:21][CH2:20][CH2:19][c:13]2[c:12]([Cl:11])[cH:17][c:16]([Cl:18])[cH:15][cH:14]2)[n:3][c:4]([S:9][CH3:10])[n:5][c:6]([Cl:8])[cH:7]1. Starting materials: ClC1=C(C(=O)OC(C)(C)C)C=CC(=C1)C(N(C)C)=O (tert-butyl 2-chloro-4-(dimethylcarbamoyl)benzoate), C(=O)(C(F)(F)F)O (TFA). Solvent: O (H2O). Yields the product ClC1=C(C(=O)O)C=CC(=C1)C(N(C)C)=O (2-chloro-4-(dimethylcarbamoyl)benzoic acid). RXN SMILES: [Cl:1][C:2]1[CH:14]=[C:13]([C:15](=[O:19])[N:16]([CH3:18])[CH3:17])[CH:12]=[CH:11][C:3]=1[C:4]([O:6]C(C)(C)C)=[O:5].C(O)(C(F)(F)F)=O>O>[Cl:1][C:2]1[CH:14]=[C:13]([C:15](=[O:19])[N:16]([CH3:17])[CH3:18])[CH:12]=[CH:11][C:3]=1[C:4]([OH:6])=[O:5]. Procedure details: 290 mg of dimethylamine hydrochloride was coupled to 1 g of 4-(tert-butoxycarbonyl)-3-chlorobenzoic acid via Procedure G. The reaction mixture was diluted with ethyl acetate, washed with 0.1 N HCl, 0.1 N NaOH and brine, dried (MgSO4) and evaporated to afford tert-butyl 2-chloro-4-(dimethylcarbamoyl)benzoate. 1.1 g of tert-butyl 2-chloro-4-(dimethylcarbamoyl)benzoate was treated with TFA (4 mL) containing trace amounts of H2O for 2 h. The reaction mixture was evaporated, and then added 0.1 N HCl.... Reactants: Cl.C(C)(C)C=1C=C(C=CC1)C1(CCCCC1)N (1-(3-isopropylphenyl)cyclohexanamine hydrochloride), [OH-].[Na+] (NaOH), C(C1=CC=CC=C1)OC1=C(C=C(C=C1)C[C@@H]([C@@H]1OC1)NC(OC(C)(C)C)=O)F (tert-butyl (1S)-2-[4-(benzyloxy)-3 fluorophenyl]-1-[(2S)-oxiran-2-yl]ethylcarbamate). Solvent: C(C)(=O)OCC (ethyl acetate). Reaction conditions: time 3 day. Product: FC=1C=C(C[C@@H]([C@@H](CNC2(CCCCC2)C2=CC(=CC=C2)C(C)C)O)NC(OC(C)(C)C)=O)C=CC1OCC1=CC=CC=C1 (tert-butyl (1S,2R)-1-(3-fluoro-4-(benyloxy)benzyl)-2-hydroxy-3-{[1-(3-isopropylphenyl)cyclohexyl]amino}propylcarbamate). Isolated yield 53.4%. RXN SMILES: Cl.[CH:2]([C:5]1[CH:6]=[C:7]([C:11]2([NH2:17])[CH2:16][CH2:15][CH2:14][CH2:13][CH2:12]2)[CH:8]=[CH:9][CH:10]=1)([CH3:4])[CH3:3].[OH-].[Na+].[CH2:20]([O:27][C:28]1[CH:33]=[CH:32][C:31]([CH2:34][C@H:35]([NH:39][C:40](=[O:46])[O:41][C:42]([CH3:45])([CH3:44])[CH3:43])[C@H:36]2[CH2:38][O:37]2)=[CH:30][C:29]=1[F:47])[C:21]1[CH:26]=[CH:25][CH:24]=[CH:23][CH:22]=1>C(OCC)(=O)C>[F:47][C:29]1[CH:30]=[C:31]([CH:32]=[CH:33][C:28]=1[O:27][CH2:20][C:21]1[CH:22]=[CH:23][CH:24]=[CH:25][CH:26]=1)[CH2:34][C@H:35]([NH:39][C:40](=[O:46])[O:41][C:42]([CH3:45])([CH3:43])[CH3:44])[C@H:36]([OH:37])[CH2:38][NH:17][C:11]1([C:7]2[CH:8]=[CH:9][CH:10]=[C:5]([CH:2]([CH3:4])[CH3:3])[CH:6]=2)[CH2:16][CH2:15][CH2:14][CH2:13][CH2:12]1 |f:0.1,2.3|. Procedure: The free base (270 mg, 1.24 mmol) of 1-(3-isopropylphenyl)cyclohexanamine hydrochloride 3 is obtained as a colorless oil by neutralization of the salt with 1N NaOH, extraction into ethyl acetate, drying over Na2SO4, and concentration. This is dissolved in 10 mL of CH2Cl2, and to it is added compound 17 (280 mg, 0.73 mmol) and 1.25 g of silica gel. The solvent is removed in vacuo and the reactants on silica are allowed to stand at ambient temperature for three days. The product mixture is eluted ... The reactants are CO, Cl, O=C(O)c1ccc(O)cn1. The product is COC(=O)c1ccc(O)cn1. Reaction SMILES: [CH3:12][OH:13].[ClH:1].[OH:2][c:3]1[cH:4][cH:5][c:6]([C:9](=[O:10])[OH:11])[n:7][cH:8]1>>[OH:2][c:3]1[cH:4][cH:5][c:6]([C:9]([O:10][CH3:12])=[O:11])[n:7][cH:8]1. Reactants: CCCCCc1ccc(-c2ccc(C=C(Br)Br)cc2)cc1, [Li]CCCC, CCCCCC, N#COc1ccccc1, C1CCOC1, O. Yields the product CCCCCc1ccc(-c2ccc(C#CC#N)cc2)cc1. Reaction SMILES: [Br:1][C:2](=[CH:3][c:4]1[cH:5][cH:6][c:7](-[c:10]2[cH:11][cH:12][c:13]([CH2:16][CH2:17][CH2:18][CH2:19][CH3:20])[cH:14][cH:15]2)[cH:8][cH:9]1)[Br:21].[CH2:22]([Li:23])[CH2:24][CH2:25][CH3:26].[CH3:42][CH2:43][CH2:44][CH2:45][CH2:46][CH3:47].[N:27]#[C:28][O:29][c:30]1[cH:31][cH:32][cH:33][cH:34][cH:35]1.[O:37]1[CH2:38][CH2:39][CH2:40][CH2:41]1.[OH2:36]>>[C:2](#[C:3][c:4]1[cH:5][cH:6][c:7](-[c:10]2[cH:11][cH:12][c:13]([CH2:16][CH2:17][CH2:18][CH2:19][CH3:20])[cH:14][cH:15]2)[cH:8][cH:9]1)[C:28]#[N:27].